From a dataset of the Open Reaction Database (ORD), a public repository of structured organic reaction records. describe an organic reaction: reactants, conditions, products, and yield Starting materials: CCOC(C)=O, [H][H], O=[N+]([O-])c1ccc2c(c1)NCCC2. Yields the product Nc1ccc2c(c1)NCCC2. RXN SMILES: [CH3:16][CH2:17][O:18][C:19](=[O:20])[CH3:21].[H:14][H:15].[N+:1]([O-:2])(=[O:3])[c:4]1[cH:5][cH:6][c:7]2[c:12]([cH:13]1)[NH:11][CH2:10][CH2:9][CH2:8]2>>[NH2:1][c:4]1[cH:5][cH:6][c:7]2[c:12]([cH:13]1)[NH:11][CH2:10][CH2:9][CH2:8]2. Starting materials: O=C(C(=O)[O-])CC (2-ketobutyrate), N[C@@H](CC(=O)[O-])C(=O)[O-] (L-aspartate). Product: O=CC(C(=O)[O-])O (oxolactate), CC[C@@H](C(=O)[O-])[NH3+] (L-2-aminobutyrate). RXN SMILES: [O:1]=[C:2]([CH2:6]C)[C:3]([O-:5])=[O:4].[NH2:8][C@H:9]([C:14]([O-:16])=[O:15])[CH2:10][C:11]([O-])=[O:12]>>[O:12]=[CH:6][CH:2]([OH:1])[C:3]([O-:5])=[O:4].[CH3:11][CH2:10][C@H:9]([NH3+:8])[C:14]([O-:16])=[O:15]. Procedure details: reacting the 2-ketobutyrate, L-aspartate and transaminase enzyme under conditions appropriate to produce oxolactate and L-2-aminobutyrate; The reactants are S(=O)(Cl)Cl (thionyl chloride), Cl.CN1CCC(CC1)=C1C=2C=C(SC2CCC2=C1C=CC=C2)C(=O)O (4-(1-Methylpiperidin-4-ylidene)-9,10-dihydro-4H-1-thiabenzo[f]azulene-2-carboxylic acid hydrochloride), C(C)O (Ethanol). Reaction conditions: time 30 minute. Product: CN1CCC(CC1)=C1C=2C=C(SC2CCC2=C1C=CC=C2)C(=O)OCC (Ethyl 4-(1-methylpiperidin-4-ylidene)-9,10-dihydro-4H-1-thiabenzo[f]azulene-2-carboxylate). The yield is 100.0%. RXN SMILES: S(Cl)(Cl)=O.Cl.[CH3:6][N:7]1[CH2:12][CH2:11][C:10](=[C:13]2[C:22]3[CH:23]=[CH:24][CH:25]=[CH:26][C:21]=3[CH2:20][CH2:19][C:18]3[S:17][C:16]([C:27]([OH:29])=[O:28])=[CH:15][C:14]2=3)[CH2:9][CH2:8]1.[CH2:30](O)[CH3:31]>>[CH3:6][N:7]1[CH2:8][CH2:9][C:10](=[C:13]2[C:22]3[CH:23]=[CH:24][CH:25]=[CH:26][C:21]=3[CH2:20][CH2:19][C:18]3[S:17][C:16]([C:27]([O:29][CH2:30][CH3:31])=[O:28])=[CH:15][C:14]2=3)[CH2:11][CH2:12]1 |f:1.2|. Procedure details: Ethanol (10 mL) was chilled to 0° C., and thionyl chloride (0.24 mL, 0.32 mmol) was added dropwise. Compound 4 (100 mg, 0.29 mmol) was added to the solution, and the mixture was stirred for 30 minutes, and then refluxed while heating for 2 hours. After allowing the refluxed mixture to cool in the air, the solvents were distilled off under a reduced pressure, and the precipitated crystals were separated by filtration and dried, to give 107 mg (100%) of the captioned compound in the form of white ... The reactants are Cl.Cl.O1[C@H](COC2=C1C=CC=C2)C2=CC=C(CN1CCNCC1)C=C2 (1-[(S)-4-(2,3-dihydro-benzo[1,4]dioxin-2-yl)-benzyl]-piperazine dihydrochloride), COC(C1=CC=C(C=C1)C=O)=O (4-formyl-benzoic acid methyl ester), C(#N)[BH3-].[Na+] (sodium cyanoborohydride), CCN(C(C)C)C(C)C (DIPEA). Reagents/catalysts: C(C)(=O)O (acetic acid). Solvent: CO (MeOH). Conditions: time 16 hour. Product: COC(C1=CC=C(C=C1)CN1CCN(CC1)CC1=CC=C(C=C1)[C@H]1COC2=C(O1)C=CC=C2)=O (4-{4-[(S)-4-(2,3-dihydro-benzo[1,4]dioxin-2-yl)-benzyl]-piperazin-1-ylmethyl}-benzoic acid methyl ester). RXN SMILES: Cl.Cl.[O:3]1[C:8]2[CH:9]=[CH:10][CH:11]=[CH:12][C:7]=2[O:6][CH2:5][C@@H:4]1[C:13]1[CH:25]=[CH:24][C:16]([CH2:17][N:18]2[CH2:23][CH2:22][NH:21][CH2:20][CH2:19]2)=[CH:15][CH:14]=1.[CH3:26][O:27][C:28](=[O:37])[C:29]1[CH:34]=[CH:33][C:32]([CH:35]=O)=[CH:31][CH:30]=1.C([BH3-])#N.[Na+].CCN(C(C)C)C(C)C>CO.C(O)(=O)C>[CH3:26][O:27][C:28](=[O:37])[C:29]1[CH:34]=[CH:33][C:32]([CH2:35][N:21]2[CH2:20][CH2:19][N:18]([CH2:17][C:16]3[CH:15]=[CH:14][C:13]([C@@H:4]4[O:3][C:8]5[CH:9]=[CH:10][CH:11]=[CH:12][C:7]=5[O:6][CH2:5]4)=[CH:25][CH:24]=3)[CH2:23][CH2:22]2)=[CH:31][CH:30]=1 |f:0.1.2,4.5|. Reported procedure: A solution of 1-[(S)-4-(2,3-dihydro-benzo[1,4]dioxin-2-yl)-benzyl]-piperazine dihydrochloride (80 mg, 0.21 mmol), 4-formyl-benzoic acid methyl ester (41 mg, 0.25 mmol), sodium cyanoborohydride (26 mg, 0.42 mmol), and DIPEA (0.07 mL, 0.42 mmol) in MeOH (5 mL) is treated with 2 drops of acetic acid. The resulting mixture is stirred at room temperature for 16 h, concentrated, diluted with water, and extracted with ethyl acetate. The organic layer is washed with brine, dried over Na2SO4, filtered, a... The reactants are CO, N#CC1=CCOc2ccc(F)cc21, [Mg]. Product: N#CC1CCOc2ccc(F)cc21. Reaction SMILES: [CH3:15][OH:16].[F:1][c:2]1[cH:3][cH:4][c:5]2[c:6]([cH:13]1)[C:7]([C:11]#[N:12])=[CH:8][CH2:9][O:10]2.[Mg:14]>>[F:1][c:2]1[cH:3][cH:4][c:5]2[c:6]([cH:13]1)[CH:7]([C:11]#[N:12])[CH2:8][CH2:9][O:10]2. The reactants are C1COCCO1, CNC(=O)Nc1ccc(B2OC(C)(C)C(C)(C)O2)cc1, CO, CC1CN2c3nc(Cl)ncc3N(CC3CC3)C(=O)C2(C)CO1, [Na+], O=C([O-])O. The product is CNC(=O)Nc1ccc(-c2ncc3c(n2)N2CC(C)OCC2(C)C(=O)N3CC2CC2)cc1. As a reaction SMILES: [CH2:43]1[O:44][CH2:45][CH2:46][O:47][CH2:48]1.[CH3:23][NH:24][C:25](=[O:26])[NH:27][c:28]1[cH:29][cH:30][c:31]([B:34]2[O:35][C:36]([CH3:37])([CH3:38])[C:39]([CH3:40])([CH3:41])[O:42]2)[cH:32][cH:33]1.[CH3:54][OH:55].[Cl:1][c:2]1[n:3][c:4]2[c:9]([cH:10][n:11]1)[N:8]([CH2:12][CH:13]1[CH2:14][CH2:15]1)[C:7](=[O:16])[C:6]1([CH3:22])[N:5]2[CH2:20][CH:19]([CH3:21])[O:18][CH2:17]1.[Na+:53].[O-:49][C:50]([OH:51])=[O:52]>>[c:2]1(-[c:31]2[cH:30][cH:29][c:28]([NH:27][C:25]([NH:24][CH3:23])=[O:26])[cH:33][cH:32]2)[n:3][c:4]2[c:9]([cH:10][n:11]1)[N:8]([CH2:12][CH:13]1[CH2:14][CH2:15]1)[C:7](=[O:16])[C:6]1([CH3:22])[N:5]2[CH2:20][CH:19]([CH3:21])[O:18][CH2:17]1. The reactants are [H-].[H-].[H-].[H-].[Li+].[Al+3] (LAH), COC=1C=C(CN2C(=CC3=CC=CC=C23)C2=CC=C(OCCCC(=O)OC)C=C2)C=CC1CN1CCCC1 (methyl 4-[4-[1-[3-methoxy-4-[(1-pyrrolidinyl)methyl]benzyl]indol-2-yl]phenoxy]butyrate), base, C(C(=O)[O-])(=O)[O-] (oxalate). The solvent is C1CCOC1 (THF). Product: C(C(=O)O)(=O)O.COC=1C=C(CN2C(=CC3=CC=CC=C23)C2=CC=C(OCCCCO)C=C2)C=CC1CN1CCCC1 (4-[4-[1-[3-Methoxy-4-[(1-pyrrolidinyl)-methyl]benzyl]indol-2-yl]phenoxy]butanol Oxalate). Isolated yield 70.0%. Reaction SMILES: [H-].[H-].[H-].[H-].[Li+].[Al+3].[CH3:7][O:8][C:9]1[CH:10]=[C:11]([CH:36]=[CH:37][C:38]=1[CH2:39][N:40]1[CH2:44][CH2:43][CH2:42][CH2:41]1)[CH2:12][N:13]1[C:21]2[C:16](=[CH:17][CH:18]=[CH:19][CH:20]=2)[CH:15]=[C:14]1[C:22]1[CH:35]=[CH:34][C:25]([O:26][CH2:27][CH2:28][CH2:29][C:30](OC)=[O:31])=[CH:24][CH:23]=1.[C:45]([O-:50])(=[O:49])[C:46]([O-:48])=[O:47]>C1COCC1>[C:45]([OH:50])(=[O:49])[C:46]([OH:48])=[O:47].[CH3:7][O:8][C:9]1[CH:10]=[C:11]([CH:36]=[CH:37][C:38]=1[CH2:39][N:40]1[CH2:44][CH2:43][CH2:42][CH2:41]1)[CH2:12][N:13]1[C:21]2[C:16](=[CH:17][CH:18]=[CH:19][CH:20]=2)[CH:15]=[C:14]1[C:22]1[CH:35]=[CH:34][C:25]([O:26][CH2:27][CH2:28][CH2:29][CH2:30][OH:31])=[CH:24][CH:23]=1 |f:0.1.2.3.4.5,9.10|. Reported procedure: The title compound was prepared in 70% yield in two steps from LAH reduction of methyl 4-[4-[1-[3-methoxy-4-[(1-pyrrolidinyl)methyl]benzyl]indol-2-yl]phenoxy]butyrate (free base of Example 8) in THF at 0° C. for 1 h, followed by oxalate formation as previously described.